Dataset: the Open Reaction Database (ORD), a public repository of structured organic reaction records. Task: describe an organic reaction: reactants, conditions, products, and yield Reactants: C(CC)N (n-propylamine), C1=CC=CC=C1 (benzene), resultant solution, C1(=CC=CC=C1)OC(=O)N1C=2C=C(C=CC2C=2C(CCCC2C1C#C)O[Si](C)(C)C(C)(C)C)OCC1=C(C=CC=C1)[N+](=O)[O-] (N-[(Phenyloxy)carbonyl]-10-[(tert-butyldimethylsilyl)oxy]-6-ethynyl-3-[(2-nitrobenzyl)oxy]-5,6,7,8,9,10-hexahydrophenanthridine), C1=CC=CC=C1 (benzene). The reagents and catalysts are C=1C=CC(=CC1)[P](C=2C=CC=CC2)(C=3C=CC=CC3)[Pd]([P](C=4C=CC=CC4)(C=5C=CC=CC5)C=6C=CC=CC6)([P](C=7C=CC=CC7)(C=8C=CC=CC8)C=9C=CC=CC9)[P](C=1C=CC=CC1)(C=1C=CC=CC1)C=1C=CC=CC1 (Pd(PPh3)4), [Cu]I (CuI). Run at temperature 25 celsius, time 15 minute. The product is C1(=CC=CC=C1)OC(=O)N1C=2C=C(C=CC2C=2C(CCCC2C1C#C\C=C/C#C[Si](C)(C)C)O[Si](C)(C)C(C)(C)C)OCC1=C(C=CC=C1)[N+](=O)[O-] (N-[(Phenyloxy)carbonyl]-10-[(tert-butyldimethylsilyl)oxy]-3-[(2-nitrobenzyl)oxy]-6-[6-trimethylsilyl-3(Z)-hexene-1,5-diynyl]-5,6,7,8,9,10-hexa-hydrophenanthridine). Yield: 87.0%. RXN SMILES: C(N)CC.[C:5]1([O:11][C:12]([N:14]2[CH:27]([C:28]#[CH:29])[C:26]3[CH2:25][CH2:24][CH2:23][CH:22]([O:30][Si:31]([C:34]([CH3:37])([CH3:36])[CH3:35])([CH3:33])[CH3:32])[C:21]=3[C:20]3[CH:19]=[CH:18][C:17]([O:38][CH2:39][C:40]4[CH:45]=[CH:44][CH:43]=[CH:42][C:41]=4[N+:46]([O-:48])=[O:47])=[CH:16][C:15]2=3)=[O:13])[CH:10]=[CH:9][CH:8]=[CH:7][CH:6]=1.[CH:49]1C=C[CH:52]=[CH:51][CH:50]=1>C1C=CC([P]([Pd]([P](C2C=CC=CC=2)(C2C=CC=CC=2)C2C=CC=CC=2)([P](C2C=CC=CC=2)(C2C=CC=CC=2)C2C=CC=CC=2)[P](C2C=CC=CC=2)(C2C=CC=CC=2)C2C=CC=CC=2)(C2C=CC=CC=2)C2C=CC=CC=2)=CC=1.[Cu]I>[C:5]1([O:11][C:12]([N:14]2[CH:27]([C:28]#[C:29]/[CH:49]=[CH:50]\[C:51]#[C:52][Si:31]([CH3:34])([CH3:33])[CH3:32])[C:26]3[CH2:25][CH2:24][CH2:23][CH:22]([O:30][Si:31]([C:34]([CH3:36])([CH3:37])[CH3:35])([CH3:33])[CH3:32])[C:21]=3[C:20]3[CH:19]=[CH:18][C:17]([O:38][CH2:39][C:40]4[CH:45]=[CH:44][CH:43]=[CH:42][C:41]=4[N+:46]([O-:48])=[O:47])=[CH:16][C:15]2=3)=[O:13])[CH:10]=[CH:9][CH:8]=[CH:7][CH:6]=1 |^1:58,60,79,98|. Procedure details: A mixture of Pd(PPh3)4 (1.12 g, 0.97 mmol), 1-chloro-4-(trimethylsilyl)-but-1-3n-3-yne (4.60 g, 28.98 mmol), and n-propylamine (2.38 mL, 28.98 mmol) in degassed benzene (100 mL) was stirred at 25° C. for 15 minutes. The resultant solution was added to a mixture of Compound 143b (79:21, mixture of diastereomers, 11.80 g, 19.32 mmol) and CuI (0.74 g, 3.86 mmol) in degassed benzene (300 mL) via a syringe followed by stirring at 25° C. for five hours. The reaction was quenched with saturated aqueous... Starting materials: O=C([O-])O, CCOC(C)=O, O=C(Cl)OCc1ccccc1, CC(O)C1COCC(c2cc(F)c(F)c(F)c2)N1, [Na+], C1CCOC1, O. Product: CC(O)C1COCC(c2cc(F)c(F)c(F)c2)N1C(=O)OCc1ccccc1. Reaction SMILES: [C:1](=[O:2])([OH:3])[O-:4].[CH3:40][CH2:41][O:42][C:43](=[O:44])[CH3:45].[Cl:6][C:7](=[O:8])[O:9][CH2:10][c:11]1[cH:12][cH:13][cH:14][cH:15][cH:16]1.[F:22][c:23]1[cH:24][c:25]([CH:31]2[NH:32][CH:33]([CH:37]([CH3:38])[OH:39])[CH2:34][O:35][CH2:36]2)[cH:26][c:27]([F:30])[c:28]1[F:29].[Na+:5].[O:17]1[CH2:18][CH2:19][CH2:20][CH2:21]1.[OH2:46]>>[C:7](=[O:8])([O:9][CH2:10][c:11]1[cH:12][cH:13][cH:14][cH:15][cH:16]1)[N:32]1[CH:31]([c:25]2[cH:24][c:23]([F:22])[c:28]([F:29])[c:27]([F:30])[cH:26]2)[CH2:36][O:35][CH2:34][CH:33]1[CH:37]([CH3:38])[OH:39]. The reactants are [OH-].[Na+] (NaOH), C(CCCCC(=O)[O-])(=O)OC(CCCCC)(CC)CC (diethylhexyl adipate), 1000-l, aqueous solution, [Cl-].[Na+] (sodium chloride), [Na+].[Cl-] (NaCl), ClC(=O)OCC (ethyl chloroformate), aqueous solution, OO (hydrogen peroxide), aqueous solution, [OH-].[Na+] (sodium hydroxide). Run in O (water). Run at temperature 5 celsius, time 15 minute. Product: C(=O)(OCC)OOC(=O)OCC (diethyl peroxydicarbonate). RXN SMILES: [Cl-].[Na+].Cl[C:4]([O:6][CH2:7][CH3:8])=[O:5].[OH:9][OH:10].[OH-].[Na+].[C:13]([O:22][C:23]([CH2:31]C)(CC)CCCCC)(=[O:21])CCCCC([O-])=O>O>[C:4]([O:9][O:10][C:13]([O:22][CH2:23][CH3:31])=[O:21])([O:6][CH2:7][CH3:8])=[O:5] |f:0.1,4.5|. Reported procedure: Into a 1000-l stirred reactor cooled below 10° C. are introduced 622 kg of an aqueous solution of sodium chloride containing 180 g/kg (that is 510 kg of demineralized water and 112 kg of NaCl), precooled to 5° C. 20.4 kg of ethyl chloroformate and 8.5 kg of aqueous solution of hydrogen peroxide containing 350 g/kg are then introduced successively into the stirred aqueous solution, and finally, very slowly, 36.1 l of aqueous solution of sodium hydroxide containing 200 g/kg, so as to maintain the ...